Dataset: the Open Reaction Database (ORD), a public repository of structured organic reaction records. Task: describe an organic reaction: reactants, conditions, products, and yield Starting materials: NC1=CC=CC2=CC=CC=C12 (1-Aminonaphthalene), [Na] (Sodium), N (NH3), C(=O)=O (dry ice). Run in C(C)O (ethanol), C(C)O (ethanol), C(C)(C)(C)O (t-butyl alcohol), C(C)(C)(C)O (t-butyl alcohol). Conditions: time 8 hour. The product is NC1=CC=CC=2CC=CCC12 (1-amino-5,8-dihydronaphthalene). Isolated yield 97.0%. Reaction SMILES: [NH2:1][C:2]1[C:11]2[C:6](=[CH:7][CH:8]=[CH:9][CH:10]=2)[CH:5]=[CH:4][CH:3]=1.N.C(=O)=O.[Na]>C(O)C.C(O)(C)(C)C>[NH2:1][C:2]1[C:11]2[CH2:10][CH:9]=[CH:8][CH2:7][C:6]=2[CH:5]=[CH:4][CH:3]=1 |^1:15|. Procedure: 1-Aminonaphthalene (79 g, 0.55 mol), ethanol (300 ml), t-butyl alcohol (50 ml), and NH3 (200-300 ml) were placed in a three-necked, round-bottomed flask equipped with a condenser cooled with dry ice. Sodium (30 g, 1.3 mol) was added in portions over a 4 hour period. Then another 50 ml t-butyl alcohol was added. After an hour, 100 ml absolute ethanol was added slowly. This mixture was stirred overnight and then quenched by careful addition of NH4Cl (50 g) and H2O (400 ml). The aqueous and organic... The reactants are C(C1=CC=CC=C1)OC1=CC=C(C=C1)CCl (1-benzyloxy-4-chloromethyl-benzene), solution, C(C)(C)[N-]C(C)C.[Li+] (lithium diisopropylamide), FC=1C=C2C=CC(=NC2=CC1F)C (6,7-difluoro-2-methylquinoline). Run in C1CCOC1 (THF), C1CCOC1 (THF). Conditions: temperature -10 celsius. The product is C(C1=CC=CC=C1)OC1=CC=C(C=C1)CCC1=NC2=CC(=C(C=C2C=C1)F)F (2-[2-(4-Benzyloxy-phenyl)-ethyl]-6,7-difluoro-quinoline). Reaction SMILES: [F:1][C:2]1[CH:3]=[C:4]2[C:9](=[CH:10][C:11]=1[F:12])[N:8]=[C:7]([CH3:13])[CH:6]=[CH:5]2.C([N-]C(C)C)(C)C.[Li+].[CH2:22]([O:29][C:30]1[CH:35]=[CH:34][C:33]([CH2:36]Cl)=[CH:32][CH:31]=1)[C:23]1[CH:28]=[CH:27][CH:26]=[CH:25][CH:24]=1>C1COCC1>[CH2:22]([O:29][C:30]1[CH:31]=[CH:32][C:33]([CH2:36][CH2:13][C:7]2[CH:6]=[CH:5][C:4]3[C:9](=[CH:10][C:11]([F:12])=[C:2]([F:1])[CH:3]=3)[N:8]=2)=[CH:34][CH:35]=1)[C:23]1[CH:24]=[CH:25][CH:26]=[CH:27][CH:28]=1 |f:1.2|. Reported procedure: A solution of 8.9 g (49.6 mmol) of the product from Example 1, step 3 in 90 ml THF is cooled at −50° C. 28.6 ml (57.2 mmol) of a 2M solution of lithium diisopropylamide are added and the solution is allowed to heat to −10° C. After 15′ stirring at this temperature the deep colored solution is again cooled to −50° C. A solution of 11.6 g (49.8 mmol) of 1-benzyloxy-4-chloromethyl-benzene in 60 ml THF is dropped into the cooled solution. The system is allowed to heat to room temperature and stirred... Starting materials: C1CCOC1, COC(=O)c1nc(C(=O)N2CCC(N3CCCC3)CC2)c(C)cc1-c1cccc(C(F)(F)F)c1, CO, [Li+], [OH-]. Yields the product Cc1cc(-c2cccc(C(F)(F)F)c2)c(C(=O)O)nc1C(=O)N1CCC(N2CCCC2)CC1. RXN SMILES: [CH2:37]1[O:38][CH2:39][CH2:40][CH2:41]1.[CH3:1][O:2][C:3](=[O:4])[c:5]1[n:6][c:7]([C:22](=[O:23])[N:24]2[CH2:25][CH2:26][CH:27]([N:30]3[CH2:31][CH2:32][CH2:33][CH2:34]3)[CH2:28][CH2:29]2)[c:8]([CH3:21])[cH:9][c:10]1-[c:11]1[cH:12][c:13]([C:17]([F:18])([F:19])[F:20])[cH:14][cH:15][cH:16]1.[CH3:42][OH:43].[Li+:35].[OH-:36]>>[O:2]=[C:3]([OH:4])[c:5]1[n:6][c:7]([C:22](=[O:23])[N:24]2[CH2:25][CH2:26][CH:27]([N:30]3[CH2:31][CH2:32][CH2:33][CH2:34]3)[CH2:28][CH2:29]2)[c:8]([CH3:21])[cH:9][c:10]1-[c:11]1[cH:12][c:13]([C:17]([F:18])([F:19])[F:20])[cH:14][cH:15][cH:16]1. Reactants: CN(C=1C=C(C=C2C=C(NC12)C=1SC(CN1)CC(=O)O)OC(F)(F)F)S(=O)(=O)C=1SC=CC1 ({2-[7-[methyl(2-thienylsulfonyl)amino]-5-(trifluoromethoxy)-1H-indol-2-yl]-4,5-dihydro-1,3-thiazol-5-yl}acetic acid), Cl.CN(CCCN=C=NCC)C (N-[3-(dimethylamino)propyl]-N′-ethylcarbodiimide hydrochloride), CN(C=O)C (N,N-dimethylformamide), Cl.CN(CCCN=C=NCC)C (N-[3-(dimethylamino)propyl]-N′-ethylcarbodiimide hydrochloride). The solvent is O (Water). Conditions: time 15 hour. Yields the product CN(C=1C=C(C=C2C=C(NC12)C=1SC(CN1)CC(=O)N)OC(F)(F)F)S(=O)(=O)C=1SC=CC1 (2-{2-[7-[methyl(2-thienylsulfonyl)amino]-5-(trifluoromethoxy)-1H-indol-2-yl]-4,5-dihydro-1,3-thiazol-5-yl}acetamide). Isolated yield 42.9%. Reaction SMILES: [CH3:1][N:2]([S:26]([C:29]1[S:30][CH:31]=[CH:32][CH:33]=1)(=[O:28])=[O:27])[C:3]1[CH:4]=[C:5]([O:21][C:22]([F:25])([F:24])[F:23])[CH:6]=[C:7]2[C:11]=1[NH:10][C:9]([C:12]1[S:13][CH:14]([CH2:17][C:18]([OH:20])=O)[CH2:15][N:16]=1)=[CH:8]2.Cl.C[N:36](C)CCCN=C=NCC.CN(C)C=O>O>[CH3:1][N:2]([S:26]([C:29]1[S:30][CH:31]=[CH:32][CH:33]=1)(=[O:28])=[O:27])[C:3]1[CH:4]=[C:5]([O:21][C:22]([F:24])([F:25])[F:23])[CH:6]=[C:7]2[C:11]=1[NH:10][C:9]([C:12]1[S:13][CH:14]([CH2:17][C:18]([NH2:36])=[O:20])[CH2:15][N:16]=1)=[CH:8]2 |f:1.2|. Procedure details: A mixture of {2-[7-[methyl(2-thienylsulfonyl)amino]-5-(trifluoromethoxy)-1H-indol-2-yl]-4,5-dihydro-1,3-thiazol-5-yl}acetic acid (210 mg), 1H-1,2,3-benzotriazol-1-ol-ammonia complex (90 mg), N-[3-(dimethylamino)propyl]-N′-ethylcarbodiimide hydrochloride (120 mg) and N,N-dimethylformamide (10 mL) was stirred at room temperature for 15 hr. 1H-1,2,3-Benzotriazol-1-ol-ammonia complex (150 mg) and N-[3-(dimethylamino)propyl]-N′-ethylcarbodiimide hydrochloride (190 mg) were added to the reaction mixtu... The reactants are FC=1C=C(C(=NC1)OC)C1=CC=C(C=C1)C(C)=O (1-[4-(5-fluoro-2-methoxy-pyridin-3-yl)-phenyl]-ethanone), [BH4-].[Na+] (sodium borohydride). Solvent: O1CCCC1 (tetrahydrofuran), ClCCl (dichloromethane). Yields the product FC=1C=C(C(=NC1)OC)C1=CC=C(C=C1)C(C)O (1-[4-(5-fluoro-2-methoxy-pyridin-3-yl)-phenyl]-ethanol). Yield: 51.2%. As a reaction SMILES: [F:1][C:2]1[CH:3]=[C:4]([C:10]2[CH:15]=[CH:14][C:13]([C:16](=[O:18])[CH3:17])=[CH:12][CH:11]=2)[C:5]([O:8][CH3:9])=[N:6][CH:7]=1.[BH4-].[Na+]>O1CCCC1.ClCCl>[F:1][C:2]1[CH:3]=[C:4]([C:10]2[CH:15]=[CH:14][C:13]([CH:16]([OH:18])[CH3:17])=[CH:12][CH:11]=2)[C:5]([O:8][CH3:9])=[N:6][CH:7]=1 |f:1.2|. Procedure details: A mixture of 3-bromo-5-fluoro-2-methoxy-pyridine (1.0 g, 4.9 mmol), 4-acetylphenylboronic acid (1.59 g, 9.7 mmol), tetrakis(triphenylphosphine)palladium (0) (0.28 g, 0.24 mmol), 2M aqueous sodium carbonate solution (2.4 ml) and 1,2-dimethoxyethane (5 ml) was heated in a microwave oven at 150° C. for 20 min. The solvent was evaporated and the residue partitioned between ethyl acetate and water. The organic phase was washed with water, brine and dried over anhydrous magnesium sulfate. The solvent ... The reactants are Cc1cc(C2=NNC(C(N)=O)Cc3cc4c(cc32)OCO4)ccc1[N+](=O)[O-], CC(=O)OC(C)=O, O. Reaction SMILES: [CH3:1][c:2]1[cH:3][c:4]([C:11]2=[N:12][NH:13][CH:14]([C:25](=[O:26])[NH2:27])[CH2:15][c:16]3[c:17]2[cH:18][c:19]2[c:20]([cH:21]3)[O:22][CH2:23][O:24]2)[cH:5][cH:6][c:7]1[N+:8](=[O:9])[O-:10].[CH3:29][C:30](=[O:31])[O:32][C:33](=[O:34])[CH3:35].[OH2:28]>>[CH3:1][c:2]1[cH:3][c:4]([C:11]2=[N:12][N:13]([C:30]([CH3:29])=[O:31])[CH:14]([C:25](=[O:26])[NH2:27])[CH2:15][c:16]3[c:17]2[cH:18][c:19]2[c:20]([cH:21]3)[O:22][CH2:23][O:24]2)[cH:5][cH:6][c:7]1[N+:8](=[O:9])[O-:10]. Yields the product CC(=O)N1N=C(c2ccc([N+](=O)[O-])c(C)c2)c2cc3c(cc2CC1C(N)=O)OCO3. Starting materials: C(C)[Si](O[C@@H](CC=O)C=1C=C2C=CC=NC2=CC1)(CC)CC ((3S)-3-(triethylsilyloxy)-3-(6-quinolyl)propanal), solution, C(CCC)[Li] (n-butyllithium), solution, C[Si]([N-][Si](C)(C)C)(C)C.[Na+] (sodium hexamethyldisilazide), II (iodine). Reagents/catalysts: [I-].C(C)[P+](C1=CC=CC=C1)(C1=CC=CC=C1)C1=CC=CC=C1 (ethyltriphenylphosphonium iodide). Solvent: O1CCCC1 (tetrahydrofuran), O1CCCC1 (tetrahydrofuran), CCOCC (ether), O1CCCC1 (tetrahydrofuran). Conditions: temperature -78 celsius, time 5 minute. The product is IC(C)=CC[C@H](O[Si](CC)(CC)CC)C=1C=C2C=CC=NC2=CC1 ((5S)-2-iodo-5-(6-quinolyl)-5-(triethylsilyloxy)-2-pentene). As a reaction SMILES: [CH2:1]([Li])[CH2:2][CH2:3][CH3:4].[I:6]I.C[Si](C)(C)[N-][Si](C)(C)C.[Na+].[CH2:18]([Si:20]([CH2:38][CH3:39])([CH2:36][CH3:37])[O:21][C@H:22]([C:26]1[CH:27]=[C:28]2[C:33](=[CH:34][CH:35]=1)[N:32]=[CH:31][CH:30]=[CH:29]2)CC=O)[CH3:19]>[I-].C([P+](C1C=CC=CC=1)(C1C=CC=CC=1)C1C=CC=CC=1)C.O1CCCC1.CCOCC>[I:6][C:3](=[CH:2][CH2:1][C@@H:22]([C:26]1[CH:27]=[C:28]2[C:33](=[CH:34][CH:35]=1)[N:32]=[CH:31][CH:30]=[CH:29]2)[O:21][Si:20]([CH2:38][CH3:39])([CH2:36][CH3:37])[CH2:18][CH3:19])[CH3:4] |f:2.3,5.6|. Reported procedure: A suspension of ethyltriphenylphosphonium iodide (7.9 μm) in 150 mL of tetrahydrofuran is treated with a 2.5 M solution of n-butyllithium (7.17 mL) at ambient temperature. The resulting red solution is transferred via cannula into a vigorously stirred solution of iodine (4.54 μm) in 150 mL of tetrahydrofuran cooled to −78° C. The resulting suspension is stirred for 5 minutes, then gradually warmed to −30° C. A 1.0 M solution of sodium hexamethyldisilazide (17.3 mL) is then added dropwise to form... Reactants: CN1CCN(CC1)C2=CC3=C(C=C2)N=C(N3)C4=CC5=C(C=C4)NC(=C6C=CC(=O)C=C6)N5 (bisbenzimidazole), C(CCC(=O)O)(=O)O (succinic acid), ester. Run in C(Cl)(Cl)Cl (chloroform). Yields the product CCOC1=CC=C(C=C1)C2=NC3=C(N2)C=C(C=C3)C4=NC5=C(N4)C=C(C=C5)N6CCN(CC6)C (bisbenzimide). Isolated yield 80.0%. As a reaction SMILES: [CH3:1][N:2]1[CH2:7][CH2:6][N:5]([C:8]2[CH:13]=[CH:12][C:11]3[N:14]=[C:15]([C:17]4[CH:22]=[CH:21][C:20]5[NH:23][C:24]([NH:32][C:19]=5[CH:18]=4)=[C:25]4[CH:31]=[CH:30][C:28](=[O:29])[CH:27]=[CH:26]4)[NH:16][C:10]=3[CH:9]=2)[CH2:4][CH2:3]1.[C:33](O)(=O)[CH2:34]CC(O)=O>C(Cl)(Cl)Cl>[CH3:33][CH2:34][O:29][C:28]1[CH:30]=[CH:31][C:25]([C:24]2[NH:32][C:19]3[CH:18]=[C:17]([C:15]4[NH:16][C:10]5[CH:9]=[C:8]([N:5]6[CH2:6][CH2:7][N:2]([CH3:1])[CH2:3][CH2:4]6)[CH:13]=[CH:12][C:11]=5[N:14]=4)[CH:22]=[CH:21][C:20]=3[N:23]=2)=[CH:26][CH:27]=1. Procedure details: In this step, synthesis of an active ester of a binding enhancer is described, which can then be easily conjugated to both the photoreactive ligand and the linker. A solution of bisbenzimidazole (6 g, 0.01 mol) dicyclohexylcarbodiimide (0.05 mol) and succinic acid (0.01 mol) in 100 mL of chloroform is stirred overnight (18-24 hrs). During this time, a white precipitate is formed. The precipitate is filtered of and washed with chloroform (2×50 mL). The combined chloroform is concentrated under va...